This data is from the Open Reaction Database (ORD), a public repository of structured organic reaction records. The task is: describe an organic reaction: reactants, conditions, products, and yield Starting materials: ( 5 ), ( 100 ), Cl.OC(CNC(CC1=CC=C(C=C1)OC)(C)C)COC1=CC=C(C=C1)OC (N-[2-Hydroxy-3-(4-methoxyphenoxy)propyl]-1,1-dimethyl-2-(4-methoxyphenyl)ethylamine Hydrochloride), Cl.OC(CNC(CC1=CC=C(C=C1)OC)(C)C)COC1=CC=C(C=C1)C(C)(C)C (N-[2-Hydroxy-3-(4-t-butylphenoxy)propyl]-1,1-dimethyl-2-(4-methoxyphenyl)ethylamine Hydrochloride), ( 5 ), Cl.OC(CNC(CC1=CC=C(C=C1)OC)(C)C)COC1=CC=CC2=CC=CC=C12 (N-[2-Hydroxy-3-(1-naphthoxy)propyl]-1,1-dimethyl-2-(4-methoxyphenyl)ethylamine Hydrochloride), Cl.OC(CNC(CC1=CC=C(C=C1)OC)(C)C)COC1=CC=C(C=C1)OC (N-[2-Hydroxy-3-(4-methoxyphenoxy)propyl]-1,1-dimethyl-2-(4-methoxyphenyl)ethylamine Hydrochloride). Product: Cl.OC(CNC(CC1=CC=C(C=C1)OC)(C)C)COC1=CC=C(C=C1)CCC (N-[2-hydroxy-3-(4-n-propylphenoxy)propyl]-1,1-dimethyl-2-(4-methoxyphenyl)ethylamine Hydrochloride). RXN SMILES: [ClH:1].[OH:2][CH:3]([CH2:18][O:19][C:20]1[C:29]2[C:24](=[CH:25][CH:26]=[CH:27][CH:28]=2)C=[CH:22][CH:21]=1)[CH2:4][NH:5][C:6]([CH3:17])([CH3:16])[CH2:7][C:8]1[CH:13]=[CH:12][C:11]([O:14][CH3:15])=[CH:10][CH:9]=1.Cl.OC(COC1C=CC(OC)=CC=1)CNC(C)(C)CC1C=CC(OC)=CC=1.Cl.OC(COC1C=CC(C(C)(C)C)=CC=1)CNC(C)(C)CC1C=CC(OC)=CC=1>>[ClH:1].[OH:2][CH:3]([CH2:18][O:19][C:20]1[CH:21]=[CH:22][C:25]([CH2:26][CH2:27][CH3:28])=[CH:24][CH:29]=1)[CH2:4][NH:5][C:6]([CH3:17])([CH3:16])[CH2:7][C:8]1[CH:9]=[CH:10][C:11]([O:14][CH3:15])=[CH:12][CH:13]=1 |f:0.1,2.3,4.5,6.7|. Procedure details: GC/EI-MS, m/z (rel. int.) 356 (M−15, 0.8), 251(18), 250 (100), 163 (5), 121 (19), 114 (7), 110 (5), 107 (7), 91 (6). Starting materials: CC1(N2Cc3c(cccc3[N+](=O)[O-])C2=O)CCC(=O)NC1=O, CO, [H][H]. The product is CC1(N2Cc3c(N)cccc3C2=O)CCC(=O)NC1=O. As a reaction SMILES: [CH3:1][C:2]1([N:10]2[C:11](=[O:22])[c:12]3[cH:13][cH:14][cH:15][c:16]([N+:19]([O-:20])=[O:21])[c:17]3[CH2:18]2)[C:3](=[O:9])[NH:4][C:5](=[O:8])[CH2:6][CH2:7]1.[CH3:25][OH:26].[H:23][H:24]>>[CH3:1][C:2]1([N:10]2[C:11](=[O:22])[c:12]3[cH:13][cH:14][cH:15][c:16]([NH2:19])[c:17]3[CH2:18]2)[C:3](=[O:9])[NH:4][C:5](=[O:8])[CH2:6][CH2:7]1. Starting materials: FC1=CC=C(C=C1)C1=NN(C(=C1C1=CC=NC=C1)C1C(C1)C(=O)OCC)CCO (ethyl 2-[3-(4-fluorophenyl)-1-(2-hydroxyethyl)-4-(4-pyridinyl)-1H-pyrazol-5-yl]cyclopropanecarboxylate), C1CCC(C1)NC2=NN=C(C3=CC(=C(C=C32)Cl)Cl)C4=CC=NC=C4 (A-196), [OH-].[Na+] (sodium hydroxide). Run in CO (methanol), O (water). Yields the product FC1=CC=C(C=C1)C1=NN(C(=C1C1=CC=NC=C1)C1C(C1)C(=O)O)CCO (2-[3-(4-fluorophenyl)-1-(2-hydroxyethyl)-4-(4-pyridinyl)-1H-pyrazol-5-yl]cyclopropanecarboxylic acid). As a reaction SMILES: [F:1][C:2]1[CH:7]=[CH:6][C:5]([C:8]2[C:12]([C:13]3[CH:18]=[CH:17][N:16]=[CH:15][CH:14]=3)=[C:11]([CH:19]3[CH2:21][CH:20]3[C:22]([O:24]CC)=[O:23])[N:10]([CH2:27][CH2:28][OH:29])[N:9]=2)=[CH:4][CH:3]=1.C1CC(NC2C3C(=CC(Cl)=C(Cl)C=3)C(C3C=CN=CC=3)=NN=2)CC1.[OH-].[Na+]>CO.O>[F:1][C:2]1[CH:7]=[CH:6][C:5]([C:8]2[C:12]([C:13]3[CH:18]=[CH:17][N:16]=[CH:15][CH:14]=3)=[C:11]([CH:19]3[CH2:21][CH:20]3[C:22]([OH:24])=[O:23])[N:10]([CH2:27][CH2:28][OH:29])[N:9]=2)=[CH:4][CH:3]=1 |f:2.3|. Reported procedure: To a solution of ethyl 2-[3-(4-fluorophenyl)-1-(2-hydroxyethyl)-4-(4-pyridinyl)-1H-pyrazol-5-yl]cyclopropanecarboxylate prepared in accordance with Example A-196 (0.21 g, 0.00045 mol) in 10 mL of methanol was added a solution of sodium hydroxide (0.09 g, 0.0022 mol) in 2 mL of water. The reaction mixture was stirred at reflux for 6 hours. After the solvent was removed, the residue was dissolved with 10 mL of 1N HCl and stirred for 30 minutes. The pH was then adjusted to 5-6 by addition of 1N sod... Reactants: OC(C1CN(CCC1)C(=O)OC(C)(C)C)C1=CSC=C1 (tert-butyl 3-(hydroxythiophen-3-ylmethyl)piperidine-1-carboxylate), FC(C(=O)O)(F)F (trifluoroacetic acid), C(C)[SiH](CC)CC (triethylsilane). Conditions: time 15 minute. Product: S1C=C(C=C1)CC1CNCCC1 (3-thiophen-3-ylmethylpiperidine). The yield is 67.3%. RXN SMILES: O[CH:2]([C:16]1[CH:20]=[CH:19][S:18][CH:17]=1)[CH:3]1[CH2:8][CH2:7][CH2:6][N:5](C(OC(C)(C)C)=O)[CH2:4]1.FC(F)(F)C(O)=O.C([SiH](CC)CC)C>>[S:18]1[CH:19]=[CH:20][C:16]([CH2:2][CH:3]2[CH2:8][CH2:7][CH2:6][NH:5][CH2:4]2)=[CH:17]1. Procedure: 1.0 g (3.36 mmol) of tert-butyl 3-(hydroxythiophen-3-ylmethyl)piperidine-1-carboxylate as diastereomer mixture were stirred with 15 ml of trifluoroacetic acid at 0° C. After 15 min, 0.80 ml (5.04 mmol) of triethylsilane were added dropwise, the cold bath was removed, and the mixture was stirred at room temperature for 18 h. Conventional work-up gave 0.41 g of 3-thiophen-3-ylmethylpiperidine; HPLC/MS (M+H)+=182 as oil.